Dataset: the Open Reaction Database (ORD), a public repository of structured organic reaction records. Task: describe an organic reaction: reactants, conditions, products, and yield The reactants are CC(C)(C)OC(=O)NCCC(=O)Nc1ccc2ncnc(Nc3ccc(-c4ccccc4)cc3)c2c1, O=C([O-])O, ClCCl, [Na+], O=C(O)C(F)(F)F. Product: NCCC(=O)Nc1ccc2ncnc(Nc3ccc(-c4ccccc4)cc3)c2c1. RXN SMILES: [C:1]([O:2][C:3](=[O:4])[NH:7][CH2:8][CH2:9][C:10]([NH:11][c:12]1[cH:13][c:14]2[c:15]([NH:22][c:23]3[cH:24][cH:25][c:26](-[c:29]4[cH:30][cH:31][cH:32][cH:33][cH:34]4)[cH:27][cH:28]3)[n:16][cH:17][n:18][c:19]2[cH:20][cH:21]1)=[O:35])([CH3:5])([CH3:6])[CH3:36].[C:47](=[O:48])([OH:49])[O-:50].[CH2:44]([Cl:45])[Cl:46].[Na+:51].[OH:37][C:38]([C:39]([F:40])([F:41])[F:42])=[O:43]>>[NH2:7][CH2:8][CH2:9][C:10]([NH:11][c:12]1[cH:13][c:14]2[c:15]([NH:22][c:23]3[cH:24][cH:25][c:26](-[c:29]4[cH:30][cH:31][cH:32][cH:33][cH:34]4)[cH:27][cH:28]3)[n:16][cH:17][n:18][c:19]2[cH:20][cH:21]1)=[O:35]. Run in C(Cl)Cl (DCM). The reactants are C1(=CC(=CC=C1)CN(C(C=C)=O)C(CC=C)C1=C(C=C(C=C1OC)F)OC)C1=CC=CC=C1 (N-([1,1′-biphenyl]-3-ylmethyl)-N-(1-(4-fluoro-2,6-dimethoxyphenyl)but-3-en-1-yl)acrylamide). The reagents and catalysts are CC([O-])C.[Ti+4].CC([O-])C.CC([O-])C.CC([O-])C (titanium(IV) isopropoxide), C1CCC(CC1)P(C2CCCCC2)C3CCCCC3.C1CCC(CC1)P(C2CCCCC2)C3CCCCC3.C1=CC=C(C=C1)C=[Ru](Cl)Cl (Benzylidene-bis(tricyclohexylphosphine)dichlororuthenium). Run at temperature 50 celsius. Reaction SMILES: [C:1]1([C:28]2[CH:33]=[CH:32][CH:31]=[CH:30][CH:29]=2)[CH:6]=[CH:5][CH:4]=[C:3]([CH2:7][N:8]([CH:13]([C:17]2[C:22]([O:23][CH3:24])=[CH:21][C:20]([F:25])=[CH:19][C:18]=2[O:26][CH3:27])[CH2:14][CH:15]=[CH2:16])[C:9](=[O:12])C=C)[CH:2]=1>C(Cl)Cl.CC(C)[O-].[Ti+4].CC(C)[O-].CC(C)[O-].CC(C)[O-].C1CCC(P(C2CCCCC2)C2CCCCC2)CC1.C1CCC(P(C2CCCCC2)C2CCCCC2)CC1.C1C=CC(C=[Ru](Cl)Cl)=CC=1>[C:1]1([C:28]2[CH:29]=[CH:30][CH:31]=[CH:32][CH:33]=2)[CH:6]=[CH:5][CH:4]=[C:3]([CH2:7][N:8]2[CH:13]([C:17]3[C:22]([O:23][CH3:24])=[CH:21][C:20]([F:25])=[CH:19][C:18]=3[O:26][CH3:27])[CH2:14][CH:15]=[CH:16][C:9]2=[O:12])[CH:2]=1 |f:2.3.4.5.6,7.8.9|. Reported procedure: A yellow solution of N-([1,1′-biphenyl]-3-ylmethyl)-N-(1-(4-fluoro-2,6-dimethoxyphenyl)but-3-en-1-yl)acrylamide (152 mg; 0.34 mmol; 1.0 equiv.) in anh. DCM (17 ml) was treated with titanium(IV) isopropoxide (0.20 ml; 0.68 mmol; 2.0 equiv.), and the mixture was heated to 50° C., under nitrogen, for 1 h. Benzylidene-bis(tricyclohexylphosphine)dichlororuthenium (11.3 mg; 0.04 equiv.) was then added, and the resulting mixture was further heated at reflux for 20 h. Subsequent concentration to dryness... Yields the product C1(=CC(=CC=C1)CN1C(C=CCC1C1=C(C=C(C=C1OC)F)OC)=O)C1=CC=CC=C1 (1-([1,1′-biphenyl]-3-ylmethyl)-6-(4-fluoro-2,6-dimethoxyphenyl)-5,6-dihydropyridin-2(1H)-one). The reactants are Cl (HCl), [H-].[Na+] (sodiumhydrid), C1(CCCCC1)C(C)=O (1-cyclohexyl-ethanone), COC(C1=CC=C(C=C1)F)=O (4-fluoro-benzoic acid methyl ester). The solvent is C1CCOC1 (THF). Reaction conditions: time 30 minute. The product is C1(CCCCC1)C(CC(=O)C1=CC=C(C=C1)F)=O (1-cyclohexyl-3-(4-fluoro-phenyl)-propane-1,3-dione). RXN SMILES: [H-].[Na+].[CH:3]1([C:9](=[O:11])[CH3:10])[CH2:8][CH2:7][CH2:6][CH2:5][CH2:4]1.CO[C:14](=[O:22])[C:15]1[CH:20]=[CH:19][C:18]([F:21])=[CH:17][CH:16]=1.Cl>C1COCC1>[CH:3]1([C:9](=[O:11])[CH2:10][C:14]([C:15]2[CH:16]=[CH:17][C:18]([F:21])=[CH:19][CH:20]=2)=[O:22])[CH2:8][CH2:7][CH2:6][CH2:5][CH2:4]1 |f:0.1|. Procedure details: 0.88 g 60% sodiumhydrid was added 1-cyclohexyl-ethanone in 60 mL THF and stirred for 30 min. Then, 3.25 g 4-fluoro-benzoic acid methyl ester and 200 mg 18-Krone-6 was added to the reaction. The reaction was refluxed 2 h and stirred over night at RT. The reaction was added to 100 mL 1N HCl and extracted with diethylether. The organic layer was concentrated and the residue was purified by chromatography on silica gel and 3 g of the desired compound was obtained. Reactants: COC(=O)COc1ccc2cc(CN(C)C(=O)c3oc4ccccc4c3CCc3ccccc3)ccc2c1Br, CO, Cl, [Na+], [OH-], O. Product: CN(Cc1ccc2c(Br)c(OCC(=O)O)ccc2c1)C(=O)c1oc2ccccc2c1CCc1ccccc1. As a reaction SMILES: [CH3:3][O:4][C:5]([CH2:6][O:7][c:8]1[c:9]([Br:40])[c:10]2[cH:11][cH:12][c:13]([CH2:18][N:19]([C:20](=[O:21])[c:22]3[o:23][c:24]4[c:25]([c:26]3[CH2:27][CH2:28][c:29]3[cH:30][cH:31][cH:32][cH:33][cH:34]3)[cH:35][cH:36][cH:37][cH:38]4)[CH3:39])[cH:14][c:15]2[cH:16][cH:17]1)=[O:41].[CH3:44][OH:45].[ClH:43].[Na+:2].[OH-:1].[OH2:42]>>[O:4]=[C:5]([CH2:6][O:7][c:8]1[c:9]([Br:40])[c:10]2[cH:11][cH:12][c:13]([CH2:18][N:19]([C:20](=[O:21])[c:22]3[o:23][c:24]4[c:25]([c:26]3[CH2:27][CH2:28][c:29]3[cH:30][cH:31][cH:32][cH:33][cH:34]3)[cH:35][cH:36][cH:37][cH:38]4)[CH3:39])[cH:14][c:15]2[cH:16][cH:17]1)[OH:41]. Reactants: ClC1=NC=C(C=N1)O (2-chloropyrimidin-5-ol), C([O-])([O-])=O.[K+].[K+] (Potassium carbonate), C(C)(C)(C)OC(CCCCBr)=O (5-bromovaleric acid tert-butyl ester), O (water), Example 1 ( 1 ). Run in C(C)(=O)OCC (ethyl acetate), CS(=O)C (dimethylsulfoxide). Conditions: temperature 40 celsius, time 8 hour. The product is C(C)(C)(C)OC(CCCCOC=1C=NC(=NC1)Cl)=O (5-(2-chloropyrimidin-5-yloxy)valeric acid tert-butyl ester). Isolated yield 86.9%. As a reaction SMILES: C(=O)([O-])[O-].[K+].[K+].[C:7]([O:11][C:12](=[O:18])[CH2:13][CH2:14][CH2:15][CH2:16]Br)([CH3:10])([CH3:9])[CH3:8].[Cl:19][C:20]1[N:25]=[CH:24][C:23]([OH:26])=[CH:22][N:21]=1.O>CS(C)=O.C(OCC)(=O)C>[C:7]([O:11][C:12](=[O:18])[CH2:13][CH2:14][CH2:15][CH2:16][O:26][C:23]1[CH:22]=[N:21][C:20]([Cl:19])=[N:25][CH:24]=1)([CH3:10])([CH3:9])[CH3:8] |f:0.1.2|. Procedure: Potassium carbonate (2.54 g) was added to a solution of 5-bromovaleric acid tert-butyl ester (4.3 g) obtained in Reference Example 1 (1) above and 2-chloropyrimidin-5-ol (2 g) in dimethylsulfoxide (8.6 ml) and the mixture was stirred at 40° C. overnight. The reaction mixture was cooled to room temperature, water and ethyl acetate were added and the organic layer was separated, washed with a saturated brine, dried over magnesium sulfate and concentrated in vacuo. The resulting residue was purifie... Reactants: CN(CCO)C(=N)N (Creatinol), C(CCCCCCCCC)(=O)O (Decanoic acid), [Cl-].[Ca+2].[Cl-] (calcium chloride), C(C)(=O)Br (acetyl bromide), CN(CCO)C(=N)N (Creatinol), C(C)(=O)Br (acetyl bromide). The solvent is C(Cl)Cl (DCM), C(Cl)Cl (DCM). Run at temperature 0 celsius, time 15 minute. Yields the product C(CCCCCCCCC)(=O)OCCN(C(=N)N)C (2-(1-methylguanidino)ethyl decanoate). Reaction SMILES: [Cl-].[Ca+2].[Cl-].C(Br)(=O)C.[CH3:8][N:9]([C:13]([NH2:15])=[NH:14])[CH2:10][CH2:11][OH:12].[C:16](O)(=[O:26])[CH2:17][CH2:18][CH2:19][CH2:20][CH2:21][CH2:22][CH2:23][CH2:24][CH3:25]>C(Cl)Cl>[C:16]([O:12][CH2:11][CH2:10][N:9]([CH3:8])[C:13]([NH2:15])=[NH:14])(=[O:26])[CH2:17][CH2:18][CH2:19][CH2:20][CH2:21][CH2:22][CH2:23][CH2:24][CH3:25] |f:0.1.2|. Procedure: In a dry 3-necked round bottomed flask, containing a magnetic stirrer, equipped with a dropping funnel, a reflux condenser protected from moisture by a calcium chloride filled drying tube and a rubber septum. The dropping funnel is filled with 10.60 mL (125 mmol) of acetyl bromide and 25 mL of dry DCM. The flask is charged with 35.14 g (300 mmol) of Creatinol and 150 mL of dry DCM, and cooled with an ice-water bath to about 0° C., under a nitrogen atmosphere. The acetyl bromide solution is then ... Reactants: CO, ClCCl, [K+], [K+], O=C([O-])[O-], CC(=O)OCc1ncccc1S(=O)c1ccccc1. Product: O=S(c1ccccc1)c1cccnc1CO. RXN SMILES: [CH3:26][OH:27].[Cl:28][CH2:29][Cl:30].[K+:20].[K+:21].[O-:22][C:23]([O-:24])=[O:25].[c:1]1([S:7](=[O:8])[c:9]2[c:10]([CH2:15][O:16][C:17](=[O:18])[CH3:19])[n:11][cH:12][cH:13][cH:14]2)[cH:2][cH:3][cH:4][cH:5][cH:6]1>>[c:1]1([S:7](=[O:8])[c:9]2[c:10]([CH2:15][OH:16])[n:11][cH:12][cH:13][cH:14]2)[cH:2][cH:3][cH:4][cH:5][cH:6]1. Solvent: C(C)(=O)OCC (ethyl acetate). Reported procedure: Crude rac-6-chloro-3-hydroxy-3-naphthalen-2-yl-1,3-dihydro-indol-2-one (0.15 g, 0.48 mmol) (from Example 47a supra) was suspended in a mixture of triethylsilane (0.23 mL, 1.44 mmol) (Aldrich) and trifluoroacetic acid (0.83 g, 7.2 mmol) and heated in an 90° C. oil bath for 17 hours. After cooling to room temperature, mixture was diluted with ethyl acetate and treated with solid sodium carbonate (1 g). After stirring for 30 minutes, mixture was extracted with water and brine. Aqueous layers were b... Reaction conditions: temperature 90 celsius, time 30 minute. As a reaction SMILES: [Cl:1][C:2]1[CH:10]=[C:9]2[C:5]([C:6](O)([C:12]3[CH:21]=[CH:20][C:19]4[C:14](=[CH:15][CH:16]=[CH:17][CH:18]=4)[CH:13]=3)[C:7](=[O:11])[NH:8]2)=[CH:4][CH:3]=1.C([SiH](CC)CC)C.FC(F)(F)C(O)=O.C(=O)([O-])[O-].[Na+].[Na+]>C(OCC)(=O)C>[Cl:1][C:2]1[CH:10]=[C:9]2[C:5]([CH:6]([C:12]3[CH:21]=[CH:20][C:19]4[C:14](=[CH:15][CH:16]=[CH:17][CH:18]=4)[CH:13]=3)[C:7](=[O:11])[NH:8]2)=[CH:4][CH:3]=1 |f:3.4.5|. The product is ClC1=CC=C2C(C(NC2=C1)=O)C1=CC2=CC=CC=C2C=C1 (rac-6-chloro-3-naphthalen-2-yl-1,3-dihydro-indol-2-one). Reactants: ClC1=CC=C2C(C(NC2=C1)=O)(C1=CC2=CC=CC=C2C=C1)O (rac-6-chloro-3-hydroxy-3-naphthalen-2-yl-1,3-dihydro-indol-2-one), C(C)[SiH](CC)CC (triethylsilane), FC(C(=O)O)(F)F (trifluoroacetic acid), C([O-])([O-])=O.[Na+].[Na+] (sodium carbonate). Starting materials: CC(C)(C)SCc1cc(NC(=O)C(C)(C)C)ccc1CBr, CS(C)=O, N#C[K]. The product is CC(C)(C)SCc1cc(NC(=O)C(C)(C)C)ccc1CC#N. Reaction SMILES: [Br:1][CH2:2][c:3]1[c:4]([CH2:16][S:17][C:18]([CH3:19])([CH3:20])[CH3:21])[cH:5][c:6]([NH:9][C:10]([C:11]([CH3:12])([CH3:13])[CH3:14])=[O:15])[cH:7][cH:8]1.[CH3:25][S:26]([CH3:27])=[O:28].[K:22][C:23]#[N:24]>>[CH2:2]([c:3]1[c:4]([CH2:16][S:17][C:18]([CH3:19])([CH3:20])[CH3:21])[cH:5][c:6]([NH:9][C:10]([C:11]([CH3:12])([CH3:13])[CH3:14])=[O:15])[cH:7][cH:8]1)[C:23]#[N:24].